This data is from the Open Reaction Database (ORD), a public repository of structured organic reaction records. The task is: describe an organic reaction: reactants, conditions, products, and yield Reactants: O (water), Cl.C(C1=CC=CC=C1)(=N)N (benzamidine hydrochloride), C(C)OC=C(C=O)C (3-ethoxy-2-methylacrylaldehyde), C[O-].[Na+] (NaOMe). The solvent is CO (Methanol). Reaction conditions: time 30 minute. The product is CC=1C=NC(=NC1)C1=CC=CC=C1 (5-Methyl-2-phenylpyrimidine). RXN SMILES: Cl.[C:2]([NH2:10])(=[NH:9])[C:3]1[CH:8]=[CH:7][CH:6]=[CH:5][CH:4]=1.C(O[CH:14]=[C:15]([CH3:18])[CH:16]=O)C.C[O-].[Na+].O>CO>[CH3:18][C:15]1[CH:14]=[N:9][C:2]([C:3]2[CH:8]=[CH:7][CH:6]=[CH:5][CH:4]=2)=[N:10][CH:16]=1 |f:0.1,3.4|. Procedure: To a solution of benzamidine hydrochloride (500 mg, 3.19 mmol) and 3-ethoxy-2-methylacrylaldehyde (400 mg, 3.51 mmol) in Methanol (10 mL) was added a NaOMe-solution (30 percent in methanol) dropwise under stirring over 30 minutes. After stirring for 4 hours water (20 mL) was added and mixture was stirred for further 30 minutes at room temperature. After filtration the obtained precipitate was washed with water and dried. White solid. Yield: 220 mg, 41%. 1H NMR (CDCl3, 500 MHz): δH (ppm)=2.34 (s,...